Dataset: the Open Reaction Database (ORD), a public repository of structured organic reaction records. Task: describe an organic reaction: reactants, conditions, products, and yield The reactants are C1(=CC=CC=C1)S(=O)(=O)NC=1C=C2CCCNC2=CC1 (6-phenylsulphonamido-1,2,3,4-tetrahydro-quinoline), C(#N)C1=CC=C(C=C1)C(C(=O)O)C (4-cyano-phenylpropionic acid), CN1CCOCC1 (N-methyl-morpholine), ClC(=O)OCC(C)C (isobutyl chloroformate). The solvent is O1CCCC1 (tetrahydrofuran). Reaction conditions: temperature -35 celsius, time 2 hour. Product: C(#N)C1=CC=C(C=C1)CCC(=O)N1CCCC2=CC(=CC=C12)NS(=O)(=O)C1=CC=CC=C1 (1-[3-(4-cyano-phenyl)propionyl]-6-phenylsulphonamido-1,2,3,4-tetrahydro-quinoline). As a reaction SMILES: [C:1]([C:3]1[CH:8]=[CH:7][C:6]([CH:9]([CH3:13])C(O)=O)=[CH:5][CH:4]=1)#[N:2].CN1CC[O:18][CH2:17]C1.ClC(OCC(C)C)=O.[C:29]1([S:35]([NH:38][C:39]2[CH:40]=[C:41]3[C:46](=[CH:47][CH:48]=2)[NH:45][CH2:44][CH2:43][CH2:42]3)(=[O:37])=[O:36])[CH:34]=[CH:33][CH:32]=[CH:31][CH:30]=1>O1CCCC1>[C:1]([C:3]1[CH:4]=[CH:5][C:6]([CH2:9][CH2:13][C:17]([N:45]2[C:46]3[C:41](=[CH:40][C:39]([NH:38][S:35]([C:29]4[CH:30]=[CH:31][CH:32]=[CH:33][CH:34]=4)(=[O:37])=[O:36])=[CH:48][CH:47]=3)[CH2:42][CH2:43][CH2:44]2)=[O:18])=[CH:7][CH:8]=1)#[N:2]. Procedure details: 4.6 g 3-(4-cyano-phenylpropionic acid are dissolved with 2.8 g of N-methyl-morpholine in 120 ml of tetrahydrofuran and cooled to −35° C. To this solution are added 3.6 ml of isobutyl chloroformate, stirring is continued for half an hour and then at −40° C. 7.2 g of 6-phenylsulphonamido-1,2,3,4-tetrahydro-quinoline are added (see Example IV). After 2 hours the solution is slowly allowed to come back to ambient temperature and stirring is continued overnight. Then it is concentrated by evaporation... RXN SMILES: [F:22][C:23]([CH3:24])([CH3:25])[c:26]1[n:27][o:28][c:29]([NH:31][C:32]([O:33][c:35]2[cH:36][cH:37][c:38]([Cl:39])[cH:40][cH:41]2)=[O:34])[cH:30]1.[NH2:1][c:2]1[cH:3][c:4]([O:5][c:6]2[n:7][cH:8][n:9][c:10]3[cH:11][c:12]([OH:18])[c:13]([O:16][CH3:17])[cH:14][c:15]23)[cH:19][cH:20][cH:21]1.[O:42]=[CH:43][N:44]([CH3:45])[CH3:46]>>[NH:1]([c:2]1[cH:3][c:4]([O:5][c:6]2[n:7][cH:8][n:9][c:10]3[cH:11][c:12]([OH:18])[c:13]([O:16][CH3:17])[cH:14][c:15]23)[cH:19][cH:20][cH:21]1)[C:32]([NH:31][c:29]1[o:28][n:27][c:26]([C:23]([F:22])([CH3:24])[CH3:25])[cH:30]1)=[O:33]. Starting materials: CC(C)(F)c1cc(NC(=O)Oc2ccc(Cl)cc2)on1, COc1cc2c(Oc3cccc(N)c3)ncnc2cc1O, CN(C)C=O. The product is COc1cc2c(Oc3cccc(NC(=O)Nc4cc(C(C)(C)F)no4)c3)ncnc2cc1O. Starting materials: C(=O)(O)CN(C1=CC(=CC=C1)OC1=CC=CC=C1)CC(=O)O ([Carboxymethyl-(3-phenoxyphenyl)amino]acetic acid), C([O-])(O)=O.[Na+] (sodium bicarbonate). Run in C(C)(=O)OC(C)=O (acetic anhydride). The product is O(C1=CC=CC=C1)C=1C=C(C=CC1)N1CC(OC(C1)=O)=O (4-(3-Phenoxyphenyl)morpholine-2,6-dione). Yield: 100.0%. Reaction SMILES: [C:1]([CH2:4][N:5]([CH2:19][C:20]([OH:22])=[O:21])[C:6]1[CH:11]=[CH:10][CH:9]=[C:8]([O:12][C:13]2[CH:18]=[CH:17][CH:16]=[CH:15][CH:14]=2)[CH:7]=1)([OH:3])=O.C(=O)(O)[O-].[Na+]>C(OC(=O)C)(=O)C>[O:12]([C:8]1[CH:7]=[C:6]([N:5]2[CH2:19][C:20](=[O:21])[O:22][C:1](=[O:3])[CH2:4]2)[CH:11]=[CH:10][CH:9]=1)[C:13]1[CH:14]=[CH:15][CH:16]=[CH:17][CH:18]=1 |f:1.2|. Reported procedure: [Carboxymethyl-(3-phenoxyphenyl)amino]acetic acid 25 (5 g) was heated at reflux in acetic anhydride (30 mL) for 1 h. The cooled reaction mixture was poured into saturated aqueous sodium bicarbonate and extracted with ethyl acetate. The organic layer was washed several times with saturated aqueous sodium bicarbonate (until no further effervescence was observed) and twice with brine. The organic phase was dried (Na2SO4) and concentrated in vacuo to give the title compound as a golden oil (4.7 g, 1... Reactants: ClCC1=NC2=CC(=C(C=C2C(=C1C(=O)OCC)C1=CC(=C(C=C1)OC)OC)OC)OC (ethyl 2-chloromethyl-4-(3,4-dimethoxyphenyl)-6,7-dimethoxyquinoline-3-carboxylate), C(CC(C)C)NCCC(C)C (diisopentylamine). Yields the product COC=1C=C(C=CC1OC)C1=C(C(=NC2=CC(=C(C=C12)OC)OC)CN(CCC(C)C)CCC(C)C)C(=O)OCC (ethyl 4-(3,4-dimethoxyphenyl)-2-(N,N-diisopentylaminomethyl)-6,7-dimethoxyquinoline-3-carboxylate). As a reaction SMILES: Cl[CH2:2][C:3]1[C:12]([C:13]([O:15][CH2:16][CH3:17])=[O:14])=[C:11]([C:18]2[CH:23]=[CH:22][C:21]([O:24][CH3:25])=[C:20]([O:26][CH3:27])[CH:19]=2)[C:10]2[C:5](=[CH:6][C:7]([O:30][CH3:31])=[C:8]([O:28][CH3:29])[CH:9]=2)[N:4]=1.[CH2:32]([NH:37][CH2:38][CH2:39][CH:40]([CH3:42])[CH3:41])[CH2:33][CH:34]([CH3:36])[CH3:35]>>[CH3:27][O:26][C:20]1[CH:19]=[C:18]([C:11]2[C:10]3[C:5](=[CH:6][C:7]([O:30][CH3:31])=[C:8]([O:28][CH3:29])[CH:9]=3)[N:4]=[C:3]([CH2:2][N:37]([CH2:38][CH2:39][CH:40]([CH3:42])[CH3:41])[CH2:32][CH2:33][CH:34]([CH3:35])[CH3:36])[C:12]=2[C:13]([O:15][CH2:16][CH3:17])=[O:14])[CH:23]=[CH:22][C:21]=1[O:24][CH3:25]. Procedure details: According to the same manner as that described in Example 33, ethyl 2-chloromethyl-4-(3,4-dimethoxyphenyl)-6,7-dimethoxyquinoline-3-carboxylate was reacted with diisopentylamine to give ethyl 4-(3,4-dimethoxyphenyl)-2-(N,N-diisopentylaminomethyl)-6,7-dimethoxyquinoline-3-carboxylate. This compound was recrystallized from ethyl acetate - hexane. Colorless prisms, mp. 114°-115° C. Starting materials: COCN1C(=NC=2C1=NC(=CC2)N2CCOCC2)C=2SC1=C(N2)C(=CC=C1N1CCOCC1)OC (3-Methoxymethyl-2-(4-methoxy-7-morpholin-4-yl-benzothiazol-2-yl)-5-morpholin-4-yl-3H-imidazo[4,5-b]pyridine), Cl (HCl). Yields the product COC1=CC=C(C2=C1N=C(S2)C2=NC=1C(=NC(=CC1)N1CCOCC1)N2)N2CCOCC2 (2-(4-Methoxy-7-morpholin-4-yl-benzothiazol-2-yl)-5-morpholin-4-yl-3H-imidazo[4,5-b]pyridine). Reported procedure: 0.065 g 3-Methoxymethyl-2-(4-methoxy-7-morpholin-4-yl-benzothiazol-2-yl)-5-morpholin-4-yl-3H-imidazo[4,5-b]pyridine (0.13 mmol) was treated with 5N HCl (2 ml) at 90° C. for 1.5 h. The reaction mixture was concentrated, taken up in water (3 ml) and adjusted to pH 10 with ammonium hydroxide (25%), whereupon a precipitation formed. The precipitation was filtered and the crystals were triturated in hot ethanol. After drying in vacuo 0.036 g 2-(4-methoxy-7-morpholin-4-yl-benzothiazol-2-yl)-5-morpholi... Reaction SMILES: COC[N:4]1[C:8]2=[N:9][C:10]([N:13]3[CH2:18][CH2:17][O:16][CH2:15][CH2:14]3)=[CH:11][CH:12]=[C:7]2[N:6]=[C:5]1[C:19]1[S:20][C:21]2[C:27]([N:28]3[CH2:33][CH2:32][O:31][CH2:30][CH2:29]3)=[CH:26][CH:25]=[C:24]([O:34][CH3:35])[C:22]=2[N:23]=1.Cl>>[CH3:35][O:34][C:24]1[C:22]2[N:23]=[C:19]([C:5]3[NH:4][C:8]4=[N:9][C:10]([N:13]5[CH2:18][CH2:17][O:16][CH2:15][CH2:14]5)=[CH:11][CH:12]=[C:7]4[N:6]=3)[S:20][C:21]=2[C:27]([N:28]2[CH2:33][CH2:32][O:31][CH2:30][CH2:29]2)=[CH:26][CH:25]=1. Solvent: O1CCCC1 (tetrahydrofuran), O1CCCC1 (tetrahydrofuran). Reaction conditions: time 12 hour. RXN SMILES: [C:1]([O:5][C:6]([C:8]1[N:13]2[C:14](=[O:17])[CH:15]([NH2:16])[C@H:12]2[S:11][CH2:10][C:9]=1[CH:18]([S:25][C:26]1[NH:30][N:29]=[N:28][N:27]=1)[CH2:19][CH2:20][S:21](=[O:24])(=[O:23])[NH2:22])=[O:7])([CH3:4])([CH3:3])[CH3:2].[F:31][C:32]([F:42])([F:41])[CH2:33][S:34]([CH2:37][C:38](O)=[O:39])(=[O:36])=[O:35]>O1CCCC1>[C:1]([O:5][C:6]([C:8]1[N:13]2[C:14](=[O:17])[CH:15]([NH:16][C:38](=[O:39])[CH2:37][S:34]([CH2:33][C:32]([F:41])([F:31])[F:42])(=[O:35])=[O:36])[C@H:12]2[S:11][CH2:10][C:9]=1[CH:18]([S:25][C:26]1[NH:30][N:29]=[N:28][N:27]=1)[CH2:19][CH2:20][S:21](=[O:24])(=[O:23])[NH2:22])=[O:7])([CH3:4])([CH3:2])[CH3:3]. Procedure: To a solution of 9.0 g. (0.019 mol.) of 7-amino-3-[1-(2-sulfamoylethyl)tetrazol-5-ylthiomethyl]-3-cephem-4-carboxylic acid t-butyl ester and 3.9 g. (0.019 mol.) of 2,2,2-trifluoroethylsulfonylacetic acid in tetrahydrofuran is added dropwise a solution of 3.9 g. (0.019 mol.) of dicychlohexylcarbodiimide in 100 ml. of tetrahydrofuran. The reaction mixture is stirred at 25° for 12 hours, then filtered and concentrated to about 10 ml. The residue is filtered and evaporated to dryness to give 7-(2,2,... Starting materials: C(C)(C)(C)OC(=O)C1=C(CS[C@H]2N1C(C2N)=O)C(CCS(N)(=O)=O)SC2=NN=NN2 (7-amino-3-[1-(2-sulfamoylethyl)tetrazol-5-ylthiomethyl]-3-cephem-4-carboxylic acid t-butyl ester), FC(CS(=O)(=O)CC(=O)O)(F)F (2,2,2-trifluoroethylsulfonylacetic acid). Product: C(C)(C)(C)OC(=O)C1=C(CS[C@H]2N1C(C2NC(CS(=O)(=O)CC(F)(F)F)=O)=O)C(CCS(N)(=O)=O)SC2=NN=NN2 (7-(2,2,2-trifluoroethylsulfonylacetamido)-3-[1-(2-sulfamoylethyl)tetrazol-5-ylthiomethyl]-3-cephem-4-carboxylic acid t-butyl ester). Starting materials: COC1=NC(=CC=C1C=O)OC (2,6-dimethoxypyridine-3-carbaldehyde), C1(=CC=CC=C1)C#C (phenylacetylene), [Li]CCCC (nBuLi), hexanes, [Cl-].[NH4+] (ammonium chloride). Run in C1CCOC1 (THF), C1CCOC1 (THF). Run at temperature -78 celsius, time 15 minute. Yields the product COC1=NC(=CC=C1C(C#CC1=CC=CC=C1)O)OC (1-(2,6-Dimethoxy-pyridin-3-yl)-3-phenyl-prop-2-yn-1-ol). The yield is 99.4%. Reaction SMILES: [C:1]1([C:7]#[CH:8])[CH:6]=[CH:5][CH:4]=[CH:3][CH:2]=1.[Li]CCCC.[CH3:14][O:15][C:16]1[C:21]([CH:22]=[O:23])=[CH:20][CH:19]=[C:18]([O:24][CH3:25])[N:17]=1.[Cl-].[NH4+]>C1COCC1>[CH3:14][O:15][C:16]1[C:21]([CH:22]([OH:23])[C:8]#[C:7][C:1]2[CH:6]=[CH:5][CH:4]=[CH:3][CH:2]=2)=[CH:20][CH:19]=[C:18]([O:24][CH3:25])[N:17]=1 |f:3.4|. Procedure: To a solution of phenylacetylene (0.61 g, 5.98 mmol) in dry THF (10 mL), cooled to −78° C., was added 2.5 M nBuLi in hexanes (2.4 mL, 6.0 mmol). The mixture was stirred for 15 min at −78° C., followed by addition of a solution of 2,6-dimethoxypyridine-3-carbaldehyde (1.0 g, 6.0 mmol) in THF (10 mL) was added over 5 minutes. The reaction mixture was allowed to warm to 0° C. and saturated ammonium chloride was added. The resultant biphasic mixture was separated and extracted twice with ethyl aceta... Starting materials: FC(F)(F)c1cc(CBr)cc(C(F)(F)F)c1, OC12CC1CN(Cc1ccccc1)C2c1ccccc1, CCCC[N+](CCCC)(CCCC)CCCC, C1CCOC1, C[Si](C)(C)[N-][Si](C)(C)C, [I-], [K+]. Yields the product FC(F)(F)c1cc(COC23CC2CN(Cc2ccccc2)C3c2ccccc2)cc(C(F)(F)F)c1. As a reaction SMILES: [Br:31][CH2:32][c:33]1[cH:34][c:35]([C:43]([F:44])([F:45])[F:46])[cH:36][c:37]([C:39]([F:40])([F:41])[F:42])[cH:38]1.[CH2:1]([c:2]1[cH:3][cH:4][cH:5][cH:6][cH:7]1)[N:8]1[CH:9]([c:15]2[cH:16][cH:17][cH:18][cH:19][cH:20]2)[C:10]2([OH:14])[CH2:11][CH:12]2[CH2:13]1.[CH2:48]([N+:49]([CH2:50][CH2:51][CH2:52][CH3:53])([CH2:54][CH2:55][CH2:56][CH3:57])[CH2:58][CH2:59][CH2:60][CH3:61])[CH2:62][CH2:63][CH3:64].[CH2:65]1[O:66][CH2:67][CH2:68][CH2:69]1.[CH3:21][Si:22]([N-:23][Si:24]([CH3:25])([CH3:26])[CH3:27])([CH3:28])[CH3:29].[I-:47].[K+:30]>>[CH2:1]([c:2]1[cH:3][cH:4][cH:5][cH:6][cH:7]1)[N:8]1[CH:9]([c:15]2[cH:16][cH:17][cH:18][cH:19][cH:20]2)[C:10]2([O:14][CH2:32][c:33]3[cH:34][c:35]([C:43]([F:44])([F:45])[F:46])[cH:36][c:37]([C:39]([F:40])([F:41])[F:42])[cH:38]3)[CH2:11][CH:12]2[CH2:13]1. Starting materials: C(C)(C)(C)OC(COC1=C(C=C(C=C1)Cl)C#C)=O (tert-butyl(4-chloro-2-ethynylphenoxy)acetate), C(C)(C)(C)OC(COC1=C(C=C(C=C1)Cl)C#C)=O (tert-butyl(4-chloro-2-ethynylphenoxy)acetate), C(C)NS(=O)(=O)C1=CC(=C(C=C1)C)Br (N-ethyl 3-bromo-4-methylbenzenesulfonamide). Yields the product ClC1=CC(=C(OCC(=O)O)C=C1)C#CC1=C(C=CC(=C1)S(=O)(=O)NCC)C ([4-chloro-2-({5-[(ethylamino)sulfonyl]-2-methylphenyl}ethynyl)phenoxy]acetic acid). Reaction SMILES: C([O:5][C:6](=[O:18])[CH2:7][O:8][C:9]1[CH:14]=[CH:13][C:12]([Cl:15])=[CH:11][C:10]=1[C:16]#[CH:17])(C)(C)C.[CH2:19]([NH:21][S:22]([C:25]1[CH:30]=[CH:29][C:28]([CH3:31])=[C:27](Br)[CH:26]=1)(=[O:24])=[O:23])[CH3:20]>>[Cl:15][C:12]1[CH:13]=[CH:14][C:9]([O:8][CH2:7][C:6]([OH:5])=[O:18])=[C:10]([C:16]#[C:17][C:27]2[CH:26]=[C:25]([S:22]([NH:21][CH2:19][CH3:20])(=[O:23])=[O:24])[CH:30]=[CH:29][C:28]=2[CH3:31])[CH:11]=1. Reported procedure: Following the general method as outlined in Example 10, starting from tert-butyl(4-chloro-2-ethynylphenoxy)acetate (Intermediate 3) and N-ethyl 3-bromo-4-methylbenzenesulfonamide (Combi-Blocks), the title compound was obtained as a beige solid after purification by preparative HPLC.